From a dataset of the Open Reaction Database (ORD), a public repository of structured organic reaction records. describe an organic reaction: reactants, conditions, products, and yield The reactants are C(C)(C)(C)[Si](OC=1C=C(C=CC1)C(C)OC(NC=1C(=NOC1C1=CC=C(C=C1)Br)C)=O)(C)C ([5-(4-bromo-phenyl)-3-methyl-isoxazol-4-yl]-carbamic acid 1-[3-(tert-butyl-dimethyl-silanyloxy)-phenyl]-ethyl ester), C(C)OC(=O)C1(CC1)C1=CC=C(C=C1)B1OC(C(O1)(C)C)(C)C (1-[4-(4,4,5,5-tetramethyl-[1,3,2]dioxaborolan-2-yl)-phenyl]-cyclopropanecarboxylic acid ethyl ester). Yields the product C(C)OC(=O)C1(CC1)C1=CC=C(C=C1)C1=CC=C(C=C1)C1=C(C(=NO1)C)NC(=O)OC(C)C1=CC(=CC=C1)O[Si](C)(C)C(C)(C)C (1-[4′-(4-{1-[3-(tert-Butyl-dimethyl-silanyloxy)-phenyl]-ethoxycarbonylamino}-3-methyl-isoxazol-5-yl)-biphenyl-4-yl]-cyclopropanecarboxylic acid ethyl ester). RXN SMILES: [C:1]([Si:5]([CH3:33])([CH3:32])[O:6][C:7]1[CH:8]=[C:9]([CH:13]([O:15][C:16](=[O:31])[NH:17][C:18]2[C:19]([CH3:30])=[N:20][O:21][C:22]=2[C:23]2[CH:28]=[CH:27][C:26](Br)=[CH:25][CH:24]=2)[CH3:14])[CH:10]=[CH:11][CH:12]=1)([CH3:4])([CH3:3])[CH3:2].[CH2:34]([O:36][C:37]([C:39]1([C:42]2[CH:47]=[CH:46][C:45](B3OC(C)(C)C(C)(C)O3)=[CH:44][CH:43]=2)[CH2:41][CH2:40]1)=[O:38])[CH3:35]>>[CH2:34]([O:36][C:37]([C:39]1([C:42]2[CH:47]=[CH:46][C:45]([C:26]3[CH:27]=[CH:28][C:23]([C:22]4[O:21][N:20]=[C:19]([CH3:30])[C:18]=4[NH:17][C:16]([O:15][CH:13]([C:9]4[CH:10]=[CH:11][CH:12]=[C:7]([O:6][Si:5]([C:1]([CH3:4])([CH3:3])[CH3:2])([CH3:33])[CH3:32])[CH:8]=4)[CH3:14])=[O:31])=[CH:24][CH:25]=3)=[CH:44][CH:43]=2)[CH2:40][CH2:41]1)=[O:38])[CH3:35]. Procedure: Prepared according to the procedure described in Example 1, Step 6 using [5-(4-bromo-phenyl)-3-methyl-isoxazol-4-yl]-carbamic acid 1-[3-(tert-butyl-dimethyl-silanyloxy)-phenyl]-ethyl ester and 1-[4-(4,4,5,5-tetramethyl-[1,3,2]dioxaborolan-2-yl)-phenyl]-cyclopropanecarboxylic acid ethyl ester.